This data is from the Open Reaction Database (ORD), a public repository of structured organic reaction records. The task is: describe an organic reaction: reactants, conditions, products, and yield Reactants: C1(=CC=CC=C1)CCC=O (3-phenylpropionaldehyde), N[C@@H](C)C(=O)O (L-alanine), [C-]#N.[Na+] (sodium cyanide), C(Cl)(Cl)Cl.CO (CHCl3 MeOH). Reaction conditions: time 3 hour. The product is C(#N)C(CCC1=CC=CC=C1)N[C@@H](C)C(=O)O (N-(1-Cyano-3-Phenylpropyl)-L-Alanine). As a reaction SMILES: [NH2:1][C@H:2]([C:4]([OH:6])=[O:5])[CH3:3].[C:7]1([CH2:13][CH2:14][CH:15]=O)[CH:12]=[CH:11][CH:10]=[CH:9][CH:8]=1.C(Cl)(Cl)Cl.CO.[C-:23]#[N:24].[Na+]>>[C:23]([CH:15]([NH:1][C@H:2]([C:4]([OH:6])=[O:5])[CH3:3])[CH2:14][CH2:13][C:7]1[CH:12]=[CH:11][CH:10]=[CH:9][CH:8]=1)#[N:24] |f:2.3,4.5|. Procedure details: L-alanine (3.56 g) is dissolved in aqueous sodium cyanide (1.96 g/40 ml) and a methanolic solution of 3-phenylpropionaldehyde (5.63 g/25 ml) is added under vigorous stirring, bringing the total volume to 65 ml. The mixture is stirred at room temperature for 3 hours, extracted with chloroform, and acidified with 2NHCl (pH 3-4). The resulting precipitate is collected, washed, and dried, and used in the next reaction without further purification [m.p.=115° C. (decompose); TLC (Silica gel; CHCl3 /Me... The reactants are C(#N)C1CN(C1)S(=O)(=O)N (3-cyanoazetidine-1-sulfonamide), N1(CCC1)S(=O)(=O)N (azetidine-1-sulfonamide), C12(CC3CC(CC(C1)C3)C2)COC2=CC(=C(C(=O)O)C=C2C2CC2)F (4-(adamantan-1-ylmethoxy)-5-cyclopropyl-2-fluorobenzoic acid), C1(CC1)C=1C(=CC(=C(C(=O)O)C1)F)OCC12CC3(CC(CC(C1)C3)C2)O (5-cyclopropyl-2-fluoro-4-((3-hydroxyadamantan-1-yl)methoxy)benzoic acid). Yields the product N1(CCC1)S(=O)(=O)NC(C1=C(C=C(C(=C1)C1CC1)OCC12CC3(CC(CC(C1)C3)C2)O)F)=O (N-(azetidin-1-ylsulfonyl)-5-cyclopropyl-2-fluoro-4-((3-hydroxyadamantan-1-yl)methoxy)benzamide), solid. Isolated yield 65.0%. As a reaction SMILES: C12(COC3C(C4CC4)=CC(C(O)=O)=C(F)C=3)CC3CC(CC(C3)C1)C2.[CH:26]1([C:29]2[C:30]([O:39][CH2:40][C:41]34[CH2:50][CH:45]5[CH2:46][CH:47]([CH2:49][C:43]([OH:51])([CH2:44]5)[CH2:42]3)[CH2:48]4)=[CH:31][C:32]([F:38])=[C:33]([CH:37]=2)[C:34](O)=[O:35])[CH2:28][CH2:27]1.C([CH:54]1[CH2:57][N:56]([S:58]([NH2:61])(=[O:60])=[O:59])[CH2:55]1)#N.N1(S(N)(=O)=O)CCC1>>[N:56]1([S:58]([NH:61][C:34](=[O:35])[C:33]2[CH:37]=[C:29]([CH:26]3[CH2:28][CH2:27]3)[C:30]([O:39][CH2:40][C:41]34[CH2:50][CH:45]5[CH2:46][CH:47]([CH2:49][C:43]([OH:51])([CH2:44]5)[CH2:42]3)[CH2:48]4)=[CH:31][C:32]=2[F:38])(=[O:59])=[O:60])[CH2:55][CH2:54][CH2:57]1. Procedure: Following the procedure as described in Example 230 and making variations as required to replace 4-(adamantan-1-ylmethoxy)-5-cyclopropyl-2-fluorobenzoic acid with 5-cyclopropyl-2-fluoro-4-((3-hydroxyadamantan-1-yl)methoxy)benzoic acid and to replace 3-cyanoazetidine-1-sulfonamide with azetidine-1-sulfonamide, the title compound was obtained as colorless solid (0.08 g, 65%): 1H NMR (300 MHz, DMSO-d6) δ 11.60 (s, 1H), 7.15 (d, J=8.3 Hz, 1H), 6.94 (d, J=12.9 Hz, 1H), 4.47 (s, 1H), 4.04 (t, J=7.7 Hz...